This data is from the Open Reaction Database (ORD), a public repository of structured organic reaction records. The task is: describe an organic reaction: reactants, conditions, products, and yield Starting materials: C1N(CC2C1CNC2)C2=NC1=CC=CC=C1N=C2 (2-(Hexahydro-pyrrolo[3,4-c]pyrrol-2-yl)-quinoxaline), BrC1=C(C(=O)O)C=CC=C1 (2-bromobenzoic acid). Yields the product BrC1=C(C=CC=C1)C(=O)N1CC2C(C1)CN(C2)C2=NC1=CC=CC=C1N=C2 (2-{5-[(2-Bromophenyl)carbonyl]hexahydropyrrolo[3,4-c]pyrrol-2(1H)-yl}quinoxaline). Reaction SMILES: [CH2:1]1[CH:5]2[CH2:6][NH:7][CH2:8][CH:4]2[CH2:3][N:2]1[C:9]1[CH:18]=[N:17][C:16]2[C:11](=[CH:12][CH:13]=[CH:14][CH:15]=2)[N:10]=1.[Br:19][C:20]1[CH:28]=[CH:27][CH:26]=[CH:25][C:21]=1[C:22](O)=[O:23]>>[Br:19][C:20]1[CH:28]=[CH:27][CH:26]=[CH:25][C:21]=1[C:22]([N:7]1[CH2:6][CH:5]2[CH2:1][N:2]([C:9]3[CH:18]=[N:17][C:16]4[C:11](=[CH:12][CH:13]=[CH:14][CH:15]=4)[N:10]=3)[CH2:3][CH:4]2[CH2:8]1)=[O:23]. Reported procedure: The title compound was prepared in a manner analogous to Example 15 utilizing Intermediate 35 and 2-bromobenzoic acid. MS (ESI) mass calcd. for C21H19BrN4O, 423.31; m/z found, 423.0, 425.0 [M+H]+. The reactants are COC([C@@H](NC(=O)OC(C)(C)C)CC1=CC=C(C=C1)O)=O (N-(Boc)-L-Tyrosine methyl ester), FC(C1=CC=C(C=C1)C=1OC(=C(N1)CCO)C)(F)F (2-[2-(4-trifluoromethylphenyl)-5-methyl-1,3-oxazol-4-yl]ethanol). Yields the product N[C@H](C(=O)O)CC1=CC=C(C=C1)OCCC=1N=C(OC1C)C1=CC=C(C=C1)C(F)(F)F ((2S)-2-amino-3-[4-(2-{5-methyl-2-[4-(trifluoromethyl)phenyl]-1,3oxazol-4-yl}ethoxy)phenyl]propanoic acid). RXN SMILES: C[O:2][C:3](=[O:21])[C@H:4]([CH2:13][C:14]1[CH:19]=[CH:18][C:17]([OH:20])=[CH:16][CH:15]=1)[NH:5]C(OC(C)(C)C)=O.[F:22][C:23]([F:40])([F:39])[C:24]1[CH:29]=[CH:28][C:27]([C:30]2[O:31][C:32]([CH3:38])=[C:33]([CH2:35][CH2:36]O)[N:34]=2)=[CH:26][CH:25]=1>>[NH2:5][C@@H:4]([CH2:13][C:14]1[CH:15]=[CH:16][C:17]([O:20][CH2:36][CH2:35][C:33]2[N:34]=[C:30]([C:27]3[CH:28]=[CH:29][C:24]([C:23]([F:40])([F:22])[F:39])=[CH:25][CH:26]=3)[O:31][C:32]=2[CH3:38])=[CH:18][CH:19]=1)[C:3]([OH:2])=[O:21]. Procedure: Intermediate 50 was prepared from 185 mg of N-(Boc)-L-Tyrosine methyl ester and 170 mg of Intermediate 13 to yield 130 mg (48% overall yield) of the title compound as a solid: 1H NMR (DMSO-d6, 400 MHz) δ8.16 (d, 2H, J=8.2), 7.92 (d, 2H, J=8.4), 7.21 (d, 2H, J=8.5), 6.93 (d, 2H, J=8.5), 4.25 (t, 2H, J=6.5), 3.1 (dd, 1H, J=14.4, 4.8), 3.0 (t, 2H, J=6.5), 2.76 (dd, 1H, J=14.4, 7.9), 2.46 (s, 3H); low resolution MS (ES+)m/e 434.9 (MH+). Reactants: CNC1C(CN(CC1C)C(=O)OCC)C (4-methylamino-1-carbethoxy-3,5-dimethylpiperidine). The solvent is [OH-].[Na+] (NaOH), C(C)O (ethyl alcohol). The product is CNC1C(CNCC1C)C (4-methylamino-3,5-dimethylpiperidine). As a reaction SMILES: [CH3:1][NH:2][CH:3]1[CH:8]([CH3:9])[CH2:7][N:6](C(OCC)=O)[CH2:5][CH:4]1[CH3:15]>[OH-].[Na+].C(O)C>[CH3:1][NH:2][CH:3]1[CH:8]([CH3:9])[CH2:7][NH:6][CH2:5][CH:4]1[CH3:15] |f:1.2|. Procedure: Mixtures A+B of 4-methylamino-1-carbethoxy-3,5-dimethylpiperidine (1.3 g, 0.6 mmol) was stirred in a mixture of 10% NaOH solution (20 ml) and ethyl alcohol (10 ml) at 100° C. for 120 hr, cooled, extracted with ethyl acetate, dried (Na2SO4) and concentrated to afford a Mixtures A+B of 4-methylamino-3,5-dimethylpiperidine. Yield 0.61 g (70%), C8H18N2, m/z 143 (M+1).